This data is from the Open Reaction Database (ORD), a public repository of structured organic reaction records. The task is: describe an organic reaction: reactants, conditions, products, and yield Starting materials: O(C1=CC=CC=C1)C1=C(C=CC=C1)NS(=O)(=O)C1=CC=C(C(=O)NCC(=O)O)C=C1 ([4-(2-phenoxy-phenylsulfamoyl)-benzoylamino]-acetic acid), Cl.C(C1=CC=CC=C1)OC([C@H]1NCCC1)=O (L-proline benzyl ester hydrochloride). The product is C(C1=CC=CC=C1)OC(=O)[C@H]1N(CCC1)C(CNC(C1=CC=C(C=C1)S(NC1=C(C=CC=C1)OC1=CC=CC=C1)(=O)=O)=O)=O ((S)-1-{2-[4-(2-Phenoxy-phenylsulfamoyl)-benzoylamino]-acetyl}-pyrrolidine-2-carboxylic acid benzyl ester). RXN SMILES: [O:1]([C:8]1[CH:13]=[CH:12][CH:11]=[CH:10][C:9]=1[NH:14][S:15]([C:18]1[CH:30]=[CH:29][C:21]([C:22]([NH:24][CH2:25][C:26]([OH:28])=O)=[O:23])=[CH:20][CH:19]=1)(=[O:17])=[O:16])[C:2]1[CH:7]=[CH:6][CH:5]=[CH:4][CH:3]=1.Cl.[CH2:32]([O:39][C:40](=[O:46])[C@@H:41]1[CH2:45][CH2:44][CH2:43][NH:42]1)[C:33]1[CH:38]=[CH:37][CH:36]=[CH:35][CH:34]=1>>[CH2:32]([O:39][C:40]([C@@H:41]1[CH2:45][CH2:44][CH2:43][N:42]1[C:26](=[O:28])[CH2:25][NH:24][C:22](=[O:23])[C:21]1[CH:20]=[CH:19][C:18]([S:15](=[O:17])(=[O:16])[NH:14][C:9]2[CH:10]=[CH:11][CH:12]=[CH:13][C:8]=2[O:1][C:2]2[CH:3]=[CH:4][CH:5]=[CH:6][CH:7]=2)=[CH:30][CH:29]=1)=[O:46])[C:33]1[CH:34]=[CH:35][CH:36]=[CH:37][CH:38]=1 |f:1.2|. Reported procedure: The title compound was prepared from [4-(2-phenoxy-phenylsulfamoyl)-benzoylamino]-acetic acid and L-proline benzyl ester hydrochloride according to the method described in Example 1.1/d. MS (EI) 614.3 (MH+). Reactants: BrCCCCCCCBr, CCOCC, COCOc1cc(OC)c(OCOC)cc1OC, CN(C)P(=O)(N(C)C)N(C)C, [Li]C(C)CC, [I-], [Na+], C1CCOC1, c1ccccc1. Product: COCOc1cc(OC)c(OCOC)c(CCCCCCCBr)c1OC. Reaction SMILES: [Br:24][CH2:25][CH2:26][CH2:27][CH2:28][CH2:29][CH2:30][CH2:31][Br:32].[CH2:40]([O:41][CH2:42][CH3:43])[CH3:44].[CH3:1][O:2][c:3]1[c:4]([O:15][CH2:16][O:17][CH3:18])[cH:5][c:6]([O:13][CH3:14])[c:7]([O:9][CH2:10][O:11][CH3:12])[cH:8]1.[CH3:51][N:52]([CH3:53])[P:54](=[O:55])([N:56]([CH3:57])[CH3:58])[N:59]([CH3:60])[CH3:61].[CH:19]([Li:20])([CH2:21][CH3:22])[CH3:23].[I-:34].[Na+:33].[O:35]1[CH2:36][CH2:37][CH2:38][CH2:39]1.[cH:45]1[cH:46][cH:47][cH:48][cH:49][cH:50]1>>[CH3:1][O:2][c:3]1[c:4]([O:15][CH2:16][O:17][CH3:18])[c:5]([CH2:31][CH2:30][CH2:29][CH2:28][CH2:27][CH2:26][CH2:25][Br:24])[c:6]([O:13][CH3:14])[c:7]([O:9][CH2:10][O:11][CH3:12])[cH:8]1. The reactants are [N+](=O)([O-])C=1C(=C(C(=O)Cl)C=CC1)[N+](=O)[O-] (Dinitrobenzoyl chloride), NC1=CC=CC=C1 (aniline). Yields the product [N+](=O)([O-])C=1C(=C(C(=O)NC2=CC=CC=C2)C=CC1)[N+](=O)[O-] (dinitrobenzanilide). Reaction SMILES: [N+:1]([C:4]1[C:5]([N+:13]([O-:15])=[O:14])=[C:6]([CH:10]=[CH:11][CH:12]=1)[C:7](Cl)=[O:8])([O-:3])=[O:2].[NH2:16][C:17]1[CH:22]=[CH:21][CH:20]=[CH:19][CH:18]=1>>[N+:1]([C:4]1[C:5]([N+:13]([O-:15])=[O:14])=[C:6]([CH:10]=[CH:11][CH:12]=1)[C:7]([NH:16][C:17]1[CH:22]=[CH:21][CH:20]=[CH:19][CH:18]=1)=[O:8])([O-:3])=[O:2]. Reported procedure: Dinitrobenzoyl chloride is caused to react with aniline so as to give dinitrobenzanilide. Thereafter, the resulting product is caused to react with Ar--N(R)2 and oxyphosphorous chloride and to the resulting product concentrated hydrochloric acid is added to prepare a compound having the formula: ##STR5##